From a dataset of the Open Reaction Database (ORD), a public repository of structured organic reaction records. describe an organic reaction: reactants, conditions, products, and yield Reactants: ICC1=NC2=CC(=C(C=C2C(=C1C(=O)OCC)C1=CC(=C(C=C1)OC)OC)OC)OC (ethyl 2-iodomethyl-6,7-dimethoxy-4- (3,4-dimethoxyphenyl)quinoline-3-carboxylate), OC=1N(C=CN1)C (2-hydroxy-1-methylimidazole). Reagents/catalysts: C([O-])([O-])=O.[Ag+2] (silver carbonate). Run in C1=CC=CC=C1 (benzene). Reaction conditions: temperature 50 celsius, time 18 hour. Product: COC=1C=C2C(=C(C(=NC2=CC1OC)COC=1N(C=CN1)C)C(=O)OCC)C1=CC(=C(C=C1)OC)OC (ethyl 6,7-dimethoxy-4-(3,4-dimethoxyphenyl)-2-[(1-methyl-2-imidazolyl)oxymethyl]quinoline-3-carboxylate). Isolated yield 9.4%. As a reaction SMILES: I[CH2:2][C:3]1[C:12]([C:13]([O:15][CH2:16][CH3:17])=[O:14])=[C:11]([C:18]2[CH:23]=[CH:22][C:21]([O:24][CH3:25])=[C:20]([O:26][CH3:27])[CH:19]=2)[C:10]2[C:5](=[CH:6][C:7]([O:30][CH3:31])=[C:8]([O:28][CH3:29])[CH:9]=2)[N:4]=1.[OH:32][C:33]1[N:34]([CH3:38])[CH:35]=[CH:36][N:37]=1>C(=O)([O-])[O-].[Ag+2].C1C=CC=CC=1>[CH3:29][O:28][C:8]1[CH:9]=[C:10]2[C:5](=[CH:6][C:7]=1[O:30][CH3:31])[N:4]=[C:3]([CH2:2][O:32][C:33]1[N:34]([CH3:38])[CH:35]=[CH:36][N:37]=1)[C:12]([C:13]([O:15][CH2:16][CH3:17])=[O:14])=[C:11]2[C:18]1[CH:23]=[CH:22][C:21]([O:24][CH3:25])=[C:20]([O:26][CH3:27])[CH:19]=1 |f:2.3|. Procedure details: A mixture of ethyl 2-iodomethyl-6,7-dimethoxy-4- (3,4-dimethoxyphenyl)quinoline-3-carboxylate (9.0 g), 2-hydroxy-1-methylimidazole (1.8 g), silver carbonate (I) (Ag2CO3) (5.1 g) and benzene (100 ml) was stirred at 50° C. for 18 hours. Then the insoluble materials were filtered off. The filtrate was washed with water, dried (MgSO4), and the solvent was distilled off. The residual oil was subjected to column chromatography on silica gel. From the fraction eluted with chloroform/ethyl acetate (5:1,... The reactants are Cc1cccc2ccccc12, [Cu]I, CNC(=O)c1cc(Br)cc(C)c1N, N#C[Na], O. Reaction SMILES: [CH3:14][c:15]1[c:16]2[c:17]([cH:18][cH:19][cH:20][cH:21]2)[cH:22][cH:23][cH:24]1.[Cu:28][I:29].[NH2:1][c:2]1[c:3]([C:4](=[O:5])[NH:6][CH3:7])[cH:8][c:9]([Br:13])[cH:10][c:11]1[CH3:12].[Na:25][C:26]#[N:27].[OH2:30]>>[NH2:1][c:2]1[c:3]([C:4](=[O:5])[NH:6][CH3:7])[cH:8][c:9]([C:26]#[N:27])[cH:10][c:11]1[CH3:12]. Product: CNC(=O)c1cc(C#N)cc(C)c1N. Starting materials: BrN1C(CCC1=O)=O (N-bromosuccinimide), C(C)(=O)NC1=CC=C(C=C1)N=O (4-(N-acetylamino)nitrosobenzene), BrN1C(CCC1=O)=O (N-bromosuccinimide), N#CN.[Na] (monosodium cyanamide). Procedure: 4-(N-acetylamino)nitrosobenzene (15.0 g, 91.5 mmol) and N-bromosuccinimide (16.3, 91.6 mmol) were dissolved in dimethylformamide (150 ml). At ambient temperature, the solution was treated with monosodium cyanamide (9.14 g, 142.8 mmol). After 45 minutes, the brown solution was treated with N-bromosuccinimide (6.4 g, 36 mmol) and stirred for an additional 11/2 hours. The mixture was poured on ice-water (500 ml) and left overnight. The yellow crystallised precipitate was collected and dried to give... Product: C(C)(=O)NC1=CC=C(C=C1)[N+]([O-])=NC#N (4-(N-acetylamino)phenyl-ONN-azoxycyanide). Conditions: time 45 minute. The yield is 89.9%. Run in CN(C=O)C (dimethylformamide). RXN SMILES: [C:1]([NH:4][C:5]1[CH:10]=[CH:9][C:8]([N:11]=[O:12])=[CH:7][CH:6]=1)(=[O:3])[CH3:2].BrN1C(=O)CCC1=O.[N:21]#[C:22][NH2:23].[Na]>CN(C)C=O>[C:1]([NH:4][C:5]1[CH:10]=[CH:9][C:8]([N+:11](=[N:23][C:22]#[N:21])[O-:12])=[CH:7][CH:6]=1)(=[O:3])[CH3:2] |f:2.3,^1:23|. The reactants are C(C)(=O)OC[C@H]1O[C@H]([C@@H]2OC(O[C@@H]21)(C)C)N2C1=NC=NC(=C1N=C2)Br ([(3aR,4R,6R,6aR)-6-(6-Bromo-9H-purin-9-yl)-2,2-dimethyltetrahydrofuro[3,4-d][1,3]dioxol-4-yl]methyl acetate), ClCCl (dichloromethane), N1(N=CC=C1)C=1C=C(C=CC1)B(O)O (3-(1-H-pyrazole-1-yl)phenylboronic acid), P(=O)([O-])([O-])[O-].[K+].[K+].[K+] (potassium phosphate). The reagents and catalysts are C1=CC=C(C=C1)P([C-]2C=CC=C2)C3=CC=CC=C3.C1=CC=C(C=C1)P([C-]2C=CC=C2)C3=CC=CC=C3.Cl[Pd]Cl.[Fe+2] ([1,1′-bis(diphenylphosphino)ferrocene]dichloropalladium(II)). Conditions: temperature 150 celsius. The product is C(C)(=O)OC[C@H]1O[C@H]([C@@H]2OC(O[C@@H]21)(C)C)N2C1=NC=NC(=C1N=C2)C2=CC(=CC=C2)N2N=CC=C2 (((3aR,4R,6R,6aR)-2,2-Dimethyl-6-{6-[3-(1H-pyrazol-1-yl)phenyl]-9H-purin-9-yl}-tetrahydrofuro[3,4-d][1,3]dioxol-4-yl)methyl acetate). The yield is 52.9%. RXN SMILES: [C:1]([O:4][CH2:5][C@@H:6]1[C@@H:13]2[C@@H:9]([O:10][C:11]([CH3:15])([CH3:14])[O:12]2)[C@H:8]([N:16]2[CH:24]=[N:23][C:22]3[C:17]2=[N:18][CH:19]=[N:20][C:21]=3Br)[O:7]1)(=[O:3])[CH3:2].[N:26]1([C:31]2[CH:32]=[C:33](B(O)O)[CH:34]=[CH:35][CH:36]=2)[CH:30]=[CH:29][CH:28]=[N:27]1.P([O-])([O-])([O-])=O.[K+].[K+].[K+].ClCCl>C1C=CC(P(C2C=CC=CC=2)[C-]2C=CC=C2)=CC=1.C1C=CC(P(C2C=CC=CC=2)[C-]2C=CC=C2)=CC=1.Cl[Pd]Cl.[Fe+2]>[C:1]([O:4][CH2:5][C@@H:6]1[C@@H:13]2[C@@H:9]([O:10][C:11]([CH3:15])([CH3:14])[O:12]2)[C@H:8]([N:16]2[CH:24]=[N:23][C:22]3[C:17]2=[N:18][CH:19]=[N:20][C:21]=3[C:35]2[CH:34]=[CH:33][CH:32]=[C:31]([N:26]3[CH:30]=[CH:29][CH:28]=[N:27]3)[CH:36]=2)[O:7]1)(=[O:3])[CH3:2] |f:2.3.4.5,7.8.9.10|. Procedure details: [(3aR,4R,6R,6aR)-6-(6-Bromo-9H-purin-9-yl)-2,2-dimethyltetrahydrofuro[3,4-d][1,3]dioxol-4-yl]methyl acetate (0.1 g, 0.242 mmol), 3-(1-H-pyrazole-1-yl)phenylboronic acid (0.137 g, 0.726 mmol), potassium phosphate (0.154 g, 0.726 mmol), and [1,1′-bis(diphenylphosphino)ferrocene]dichloropalladium(II), complex dichloromethane (1:1) (0.040 g, 0.048 mmol) were placed in an oven-dried microwave vial and degassed with argon. Anhydrous dioxane (1.5 mL) was added and the reaction was heated to 150° C. for... Starting materials: CS(=O)(=O)OCCN(CC(F)(F)F)C1=CC(=C(C=C1)C#N)C(F)(F)F (2-[[4-cyano-3-(trifluoromethyl)phenyl](2,2,2-trifluoroethyl)amino]ethyl methanesulfonate), Example 15C, [Na].N1N=CN=C1 (1,2,4-triazole sodium salt). Solvent: CN(C)C=O (DMF). Conditions: temperature 60 celsius. Yields the product N1(N=CN=C1)CCN(C1=CC(=C(C#N)C=C1)C(F)(F)F)CC(F)(F)F (4-[[2-(1H-1,2,4-Triazol-1-yl)ethyl](2,2,2-trifluoroethyl)amino]-2-(trifluoromethyl)benzonitrile). The yield is 83.0%. RXN SMILES: CS(O[CH2:6][CH2:7][N:8]([C:14]1[CH:19]=[CH:18][C:17]([C:20]#[N:21])=[C:16]([C:22]([F:25])([F:24])[F:23])[CH:15]=1)[CH2:9][C:10]([F:13])([F:12])[F:11])(=O)=O.[Na].[NH:27]1[CH:31]=[N:30][CH:29]=[N:28]1>CN(C=O)C>[N:27]1([CH2:6][CH2:7][N:8]([CH2:9][C:10]([F:13])([F:12])[F:11])[C:14]2[CH:19]=[CH:18][C:17]([C:20]#[N:21])=[C:16]([C:22]([F:25])([F:24])[F:23])[CH:15]=2)[CH:31]=[N:30][CH:29]=[N:28]1 |f:1.2,^1:25|. Procedure details: A mixture of 2-[[4-cyano-3-(trifluoromethyl)phenyl](2,2,2-trifluoroethyl)amino]ethyl methanesulfonate, Example 15C (0.050 g, 0.128 mmol) and 1,2,4-triazole sodium salt (0.023 g, 0.256 mmol) in DMF (2 mL) was heated at 60° C. under N2 for 45 min. Upon cooling, the mixture was partitioned between Et2O and water. The organic phase was washed with water and the combined aqueous phases were extracted twice with Et2O. The combined organic phases were washed with brine, dried (Na2SO4), and concentrated...